From a dataset of the Open Reaction Database (ORD), a public repository of structured organic reaction records. describe an organic reaction: reactants, conditions, products, and yield Reactants: C1(=CC=CC=C1)C(=NCC(=O)OC)C1=CC=CC=C1 (methyl N-(diphenylmethylene)glycinate), CS(=O)(=O)OCCCC(C(F)(F)F)(F)F (4,4,5,5,5-pentafluoropentyl methanesulphonate), CC(C)([O-])C.[K+] (potassium tert-butoxide), WO2010/123792 A1, Cl (hydrochloric acid), O (water). The solvent is C1CCOC1 (THF), C(C)OCC (diethyl ether), O1CCOCC1 (1,4-dioxane). Run at temperature 0 celsius, time 1 hour. Product: Cl.NC(C(=O)OC)CCCC(C(F)(F)F)(F)F (rac-Methyl 2-amino-6,6,7,7,7-pentafluoroheptanoate hydrochloride). As a reaction SMILES: C1(C(C2C=CC=CC=2)=[N:8][CH2:9][C:10]([O:12][CH3:13])=[O:11])C=CC=CC=1.CC(C)([O-])C.[K+].CS(O[CH2:31][CH2:32][CH2:33][C:34]([F:40])([F:39])[C:35]([F:38])([F:37])[F:36])(=O)=O.[ClH:41].O>O1CCOCC1.C1COCC1.C(OCC)C>[ClH:41].[NH2:8][CH:9]([CH2:31][CH2:32][CH2:33][C:34]([F:40])([F:39])[C:35]([F:38])([F:37])[F:36])[C:10]([O:12][CH3:13])=[O:11] |f:1.2,9.10|. Reported procedure: Under argon, 15 g (59.2 mmol) of methyl N-(diphenylmethylene)glycinate [described in: WO2010/123792 A1, 2010; pp. 11-13] were initially charged in 127 ml of 1,4-dioxane, the mixture was cooled to 0° C. and 68.1 ml (68.1 mmol) of a 1 N potassium tert-butoxide solution in THF were added. The reaction solution was stirred at 0° C. for 1 h, 21.2 g (78.7 mmol) of 4,4,5,5,5-pentafluoropentyl methanesulphonate [commercially available; additionally described in: H. Kimura et al. Chemistry and Biology 20...